This data is from the Open Reaction Database (ORD), a public repository of structured organic reaction records. The task is: describe an organic reaction: reactants, conditions, products, and yield Reactants: C(CCC)OC(=O)C=1N=C(C2=CC=C(C=C2C1O)OC=1C=CC2=C(N=C(O2)N(C)C)C1)C#N (1-cyano-6-(2-dimethylamino-benzooxazol-5-yloxy)-4-hydroxy-isoquinoline-3-carboxylic acid butyl ester), NCC(=O)O (glycine), C[O-].[Na+].CO (sodium methoxide methanol). Product: C(#N)C1=NC(=C(C2=CC(=CC=C12)OC=1C=CC2=C(N=C(O2)N(C)C)C1)O)C(=O)NCC(=O)O ({[1-Cyano-6-(2-dimethylamino-benzooxazol-5-yloxy)-4-hydroxy-isoquinoline-3-carbonyl]-amino}-acetic acid). Yield: 82.0%. Reaction SMILES: C(O[C:6]([C:8]1[N:9]=[C:10]([C:32]#[N:33])[C:11]2[C:16]([C:17]=1[OH:18])=[CH:15][C:14]([O:19][C:20]1[CH:21]=[CH:22][C:23]3[O:27][C:26]([N:28]([CH3:30])[CH3:29])=[N:25][C:24]=3[CH:31]=1)=[CH:13][CH:12]=2)=[O:7])CCC.[NH2:34][CH2:35][C:36]([OH:38])=[O:37].C[O-].[Na+].CO>>[C:32]([C:10]1[C:11]2[C:16](=[CH:15][C:14]([O:19][C:20]3[CH:21]=[CH:22][C:23]4[O:27][C:26]([N:28]([CH3:29])[CH3:30])=[N:25][C:24]=4[CH:31]=3)=[CH:13][CH:12]=2)[C:17]([OH:18])=[C:8]([C:6]([NH:34][CH2:35][C:36]([OH:38])=[O:37])=[O:7])[N:9]=1)#[N:33] |f:2.3.4|. Procedure details: A mixture of 1-cyano-6-(2-dimethylamino-benzooxazol-5-yloxy)-4-hydroxy-isoquinoline-3-carboxylic acid butyl ester (55 mg, 0.12 mmol), glycine (186 mg, 2.47 mmol) and 0.5 M sodium methoxide/methanol (4.7 mL) was refluxed for twenty-five hours before it was cooled to room temperature and concentrated in vacuo. The residue was dissolved in water (35 mL) and washed with dichloromethane (2×25 mL). The remaining aqueous layer was acidified to pH=3 with 1N HCl (3.5 mL). The white precipitate was filter...